From a dataset of the Open Reaction Database (ORD), a public repository of structured organic reaction records. describe an organic reaction: reactants, conditions, products, and yield Starting materials: CN1CCN(CC1)C1=CC=NC2=CC=C(C=C12)C=1C(=NN(C1)C(C1=CC=CC=C1)(C1=CC=CC=C1)C1=CC=CC=C1)C(F)(F)F (4-(4-methylpiperazin-1-yl)-6-(3-trifluoromethyl-1-trityl-1H-4-pyrazolyl)quinoline), FC(C(=O)O)(F)F (trifluoroacetic acid). Product: CN1CCN(CC1)C1=CC=NC2=CC=C(C=C12)C=1C(=NNC1)CF (4-(4-Methylpiperazin-1-yl)-6-(3-fluoromethyl-1H-4-pyrazolyl)quinoline). The yield is 52.8%. As a reaction SMILES: [CH3:1][N:2]1[CH2:7][CH2:6][N:5]([C:8]2[C:17]3[C:12](=[CH:13][CH:14]=[C:15]([C:18]4[C:19]([C:42](F)(F)[F:43])=[N:20][N:21](C(C5C=CC=CC=5)(C5C=CC=CC=5)C5C=CC=CC=5)[CH:22]=4)[CH:16]=3)[N:11]=[CH:10][CH:9]=2)[CH2:4][CH2:3]1.FC(F)(F)C(O)=O>>[CH3:1][N:2]1[CH2:3][CH2:4][N:5]([C:8]2[C:17]3[C:12](=[CH:13][CH:14]=[C:15]([C:18]4[C:19]([CH2:42][F:43])=[N:20][NH:21][CH:22]=4)[CH:16]=3)[N:11]=[CH:10][CH:9]=2)[CH2:6][CH2:7]1. Reported procedure: 123 mg 4-(4-methylpiperazin-1-yl)-6-(3-trifluoromethyl-1-trityl-1H-4-pyrazolyl)quinoline obtained in Example 170 and 0.7 mL trifluoroacetic acid were reacted in the same manner as in Example 165, to give 35 mg of the title compound as pale yellow crystals. The reactants are BrC=1C=C(C=NC1)C=1C=2N(N=C(C1CCCC(=O)OCC)CO)C(=CC2)CC (ethyl 4-[4-(5-bromo-3-pyridinyl)-7-ethyl-2-(hydroxymethyl)pyrrolo[1,2-b]pyridazin-3-yl]butanoate), C(CCC)P(CCCC)CCCC (tributylphosphine), O1C(NCC1)=O (1,3-oxazolidin-2-one), N(=NC(=O)N1CCCCC1)C(=O)N1CCCCC1 (1,1′-(azodicarbonyl)dipiperidine). Run in C1(=CC=CC=C1)C (toluene), CCCCCC (Hexane). Reaction conditions: time 5 minute. The product is BrC=1C=C(C=NC1)C=1C=2N(N=C(C1CCCC(=O)OCC)CN1C(OCC1)=O)C(=CC2)CC (ethyl 4-{4-(5-bromo-3-pyridinyl)-7-ethyl-2-[(2-oxo-1,3-oxazolidin-3-yl)methyl]pyrrolo[1,2-b]pyridazin-3-yl}butanoate). The yield is 30.9%. Reaction SMILES: [Br:1][C:2]1[CH:3]=[C:4]([C:8]2[C:9]3[N:10]([C:24]([CH2:27][CH3:28])=[CH:25][CH:26]=3)[N:11]=[C:12]([CH2:22]O)[C:13]=2[CH2:14][CH2:15][CH2:16][C:17]([O:19][CH2:20][CH3:21])=[O:18])[CH:5]=[N:6][CH:7]=1.C(P(CCCC)CCCC)CCC.[O:42]1[CH2:46][CH2:45][NH:44][C:43]1=[O:47].N(C(N1CCCCC1)=O)=NC(N1CCCCC1)=O>C1(C)C=CC=CC=1.CCCCCC>[Br:1][C:2]1[CH:3]=[C:4]([C:8]2[C:9]3[N:10]([C:24]([CH2:27][CH3:28])=[CH:25][CH:26]=3)[N:11]=[C:12]([CH2:22][N:44]3[CH2:45][CH2:46][O:42][C:43]3=[O:47])[C:13]=2[CH2:14][CH2:15][CH2:16][C:17]([O:19][CH2:20][CH3:21])=[O:18])[CH:5]=[N:6][CH:7]=1. Procedure: To a solution of ethyl 4-[4-(5-bromo-3-pyridinyl)-7-ethyl-2-(hydroxymethyl)pyrrolo[1,2-b]pyridazin-3-yl]butanoate (70.0 mg) in toluene (1 mL) was added tributylphosphine (0.098 mL), 1,3-oxazolidin-2-one (34.1 mg) in that order in an ice bath. After stirring for 5 minutes, to the mixture was added 1,1′-(azodicarbonyl)dipiperidine (98.9 mg). The mixture was stirred for 10 minutes in the bath, and 8 hours at room temperature. Hexane (5 mL) was added, and the mixture was filtered. The filtrate was e...